Dataset: the Open Reaction Database (ORD), a public repository of structured organic reaction records. Task: describe an organic reaction: reactants, conditions, products, and yield The reactants are CO, COC(=O)c1cc([N+](=O)[O-])c(Cl)cc1C, [Na+], [SH-]. Yields the product COC(=O)c1cc([N+](=O)[O-])c(S)cc1C. As a reaction SMILES: [CH3:18][OH:19].[Cl:1][c:2]1[cH:3][c:4]([CH3:15])[c:5]([C:6](=[O:7])[O:8][CH3:9])[cH:10][c:11]1[N+:12](=[O:13])[O-:14].[Na+:17].[SH-:16]>>[c:2]1([SH:16])[cH:3][c:4]([CH3:15])[c:5]([C:6](=[O:7])[O:8][CH3:9])[cH:10][c:11]1[N+:12](=[O:13])[O-:14]. The solvent is C(C)(=O)OCC (ethyl acetate). Run at time 8 hour. Reaction SMILES: [NH2:1][C:2]1[C:31]([N+:32]([O-])=O)=[CH:30][C:29]([Cl:35])=[CH:28][C:3]=1[C:4]([O:6][CH2:7][C:8]1([C:21]2[CH:26]=[CH:25][C:24]([F:27])=[CH:23][CH:22]=2)[CH2:13][CH2:12][N:11]([C:14]([O:16][C:17]([CH3:20])([CH3:19])[CH3:18])=[O:15])[CH2:10][CH2:9]1)=[O:5]>C(OCC)(=O)C.[Pd]>[NH2:1][C:2]1[C:31]([NH2:32])=[CH:30][C:29]([Cl:35])=[CH:28][C:3]=1[C:4]([O:6][CH2:7][C:8]1([C:21]2[CH:22]=[CH:23][C:24]([F:27])=[CH:25][CH:26]=2)[CH2:9][CH2:10][N:11]([C:14]([O:16][C:17]([CH3:20])([CH3:19])[CH3:18])=[O:15])[CH2:12][CH2:13]1)=[O:5]. Procedure: To a solution of tert-butyl 4-((2-amino-5-chloro-3-nitrobenzoyloxy)methyl)-4-(4-fluorophenyl)piperidine-1-carboxylate (700 mg, 1.4 mmol) in ethyl acetate (20 mL) under nitrogen was added palladium (10% on carbon, 140 mg). The flask was flushed with hydrogen and shaken under 60 psi of hydrogen overnight. The reaction was filtered through celite and concentrated to give 715 mg (quant.) as a foam semi-solid which was used without purification. tR=3.19 (Sunfire C18 4.6×50 mm, A=90% H2O/10% ACN, B=90... Reagents/catalysts: [Pd] (palladium). Yields the product NC1=C(C(=O)OCC2(CCN(CC2)C(=O)OC(C)(C)C)C2=CC=C(C=C2)F)C=C(C=C1N)Cl (tert-Butyl 4-((2,3-diamino-5-chlorobenzoyloxy)methyl)-4-(4-fluorophenyl)piperidine-1-carboxylate). Reactants: NC1=C(C(=O)OCC2(CCN(CC2)C(=O)OC(C)(C)C)C2=CC=C(C=C2)F)C=C(C=C1[N+](=O)[O-])Cl (tert-butyl 4-((2-amino-5-chloro-3-nitrobenzoyloxy)methyl)-4-(4-fluorophenyl)piperidine-1-carboxylate). The reactants are ClC1=C(C=CC=C1)S(=O)(=O)NC1=NC=CN=C1C1=CC=C(C=C1)CCl (2-chloro-N-{3-[4-(chloromethyl)phenyl]pyrazin-2-yl}benzenesulfonamide), ClC1=C(C=CC=C1)S(=O)(=O)NC1=NC=CN=C1C1=CC=C(C=C1)CCl (2-chloro-N-{3-[4-(chloromethyl)phenyl]pyrazin-2-yl}benzenesulfonamide), FC1=C(NC)C=CC=C1 (2-fluoro-N-methyl-aniline). Product: ClC1=C(C=CC=C1)S(=O)(=O)NC1=NC=CN=C1C1=CC=C(C=C1)CN(C)C1=C(C=CC=C1)F (2-Chloro-N-[3-(4-{[(2-fluoro-phenyl)-methyl-amino]-methyl}-phenyl)-pyrazin-2-yl]-benzenesulfonamide). Yield: 79.0%. As a reaction SMILES: [Cl:1][C:2]1[CH:7]=[CH:6][CH:5]=[CH:4][C:3]=1[S:8]([NH:11][C:12]1[C:17]([C:18]2[CH:23]=[CH:22][C:21]([CH2:24]Cl)=[CH:20][CH:19]=2)=[N:16][CH:15]=[CH:14][N:13]=1)(=[O:10])=[O:9].[F:26][C:27]1[CH:34]=[CH:33][CH:32]=[CH:31][C:28]=1[NH:29][CH3:30]>>[Cl:1][C:2]1[CH:7]=[CH:6][CH:5]=[CH:4][C:3]=1[S:8]([NH:11][C:12]1[C:17]([C:18]2[CH:19]=[CH:20][C:21]([CH2:24][N:29]([C:28]3[CH:31]=[CH:32][CH:33]=[CH:34][C:27]=3[F:26])[CH3:30])=[CH:22][CH:23]=2)=[N:16][CH:15]=[CH:14][N:13]=1)(=[O:10])=[O:9]. Procedure: Following the general method as outlined in Example 1 (Method B), starting from 2-chloro-N-{3-[4-(chloromethyl)phenyl]pyrazin-2-yl}benzene sulfonamide (Intermediate 8), and 2-fluoro-N-methyl-aniline, the title compound was isolated as a yellow solid in 79% yield (99% purity by HPLC). Starting materials: COC(=O)C1=NC=C(N=C1)C(=O)OC (2,5-dimethoxycarbonylpyrazine), NC(CO)(CO)C (2-amino-2-methyl-1,3-propanediol). The solvent is C(C)O (ethanol). Product: OCC(CO)(C)NC(=O)C1=NC=C(N=C1)C(=O)NC(CO)(CO)C (N,N′-bis(1,3-dihydroxy-2-methyl-2-propyl)pyrazine-2,5-dicarboxamide). The yield is 23.4%. RXN SMILES: CO[C:3]([C:5]1[CH:10]=[N:9][C:8]([C:11]([O:13]C)=O)=[CH:7][N:6]=1)=[O:4].[NH2:15][C:16]([CH3:21])([CH2:19][OH:20])[CH2:17][OH:18]>C(O)C>[OH:18][CH2:17][C:16]([NH:15][C:11]([C:8]1[CH:7]=[N:6][C:5]([C:3]([NH:15][C:16]([CH3:21])([CH2:19][OH:20])[CH2:17][OH:18])=[O:4])=[CH:10][N:9]=1)=[O:13])([CH3:21])[CH2:19][OH:20]. Reported procedure: A solution of 500 mg of 2,5-dimethoxycarbonylpyrazine and 525 mg of 2-amino-2-methyl-1,3-propanediol in 3 cm3 of ethanol is heated at a temperature in the region of the reflux temperature for 90 minutes. The reaction mixture is filtered while hot. The white solid is washed with 5 cm3 of boiling ethanol. 200 mg of N,N′-bis(1,3-dihydroxy-2-methyl-2-propyl)pyrazine-2,5-dicarboxamide are thus obtained in the form of a white solid melting at 208° C. [1H NMR spectrum (400 MHz, CDCl3, δ at ppm): 1.34 (... Starting materials: C(C)(C)(C)C1=CC(=C(CC#N)C=C1)C=O (p-tert.-butyl-2-formylbenzyl cyanide), CC1=CC(=NN1)N (3(5)-amino-5(3)-methylpyrazole), CN(C=O)C (dimethylformamide), O (water). Product: NC1=C(C=NC=2N1N=C(C2)C)C2=CC=C(C=C2)C(C)(C)C (7-amino-2-methyl-6-(4'-tert.-butylphenyl)-pyrazolo[1,5-a]pyrimidine). As a reaction SMILES: [C:1]([C:5]1[CH:13]=[CH:12][C:8]([CH2:9][C:10]#[N:11])=[C:7](C=O)[CH:6]=1)([CH3:4])([CH3:3])[CH3:2].[CH3:16][C:17]1[NH:21][N:20]=[C:19](N)[CH:18]=1.O.[CH3:24][N:25](C)C=O>>[NH2:25][C:24]1[N:20]2[N:21]=[C:17]([CH3:16])[CH:18]=[C:19]2[N:11]=[CH:10][C:9]=1[C:8]1[CH:7]=[CH:6][C:5]([C:1]([CH3:2])([CH3:3])[CH3:4])=[CH:13][CH:12]=1. Reported procedure: 10.5 g of p-tert.-butyl-2-formylbenzyl cyanide and 4.8 g of 3(5)-amino-5(3)-methylpyrazole in 40 ml of dimethylformamide were refluxed for 3 hours. The mixture was cooled, and 150 ml of water were then added dropwise. The crystals were filtered off under suction and then washed with water and dried under reduced pressure at 50° C. 11.3 g of 7-amino-2-methyl-6-(4'-tert.-butylphenyl)-pyrazolo[1,5-a]pyrimidine of melting point 218° C. were obtained (Compound 5). The reactants are ON=C(C(C)C)N (N′-hydroxyisobutyrimidamide), [H-].[Na+] (sodium hydride), ClC1=C(C(=CC=C1)F)NC1=NC2=C(N1)C=1CC(OC1C(=C2)C(=O)OC)(C)C (methyl 2-((2-chloro-6-fluorophenyl)amino)-7,7-dimethyl-7,8-dihydro-1H-benzofuro[4,5-d]imidazole-5-carboxylate). Solvent: O (water), C1CCOC1 (THF). Product: ClC1=C(C(=CC=C1)F)NC1=NC2=C(N1)C=1CC(OC1C(=C2)C2=NC(=NO2)C(C)C)(C)C (N-(2-Chloro-6-fluorophenyl)-5-(3-isopropyl-1,2,4-oxadiazol-5-yl)-7,7-dimethyl-7,8-dihydro-1H-benzofuro[4,5-d]imidazol-2-amine). Yield: 17.7%. As a reaction SMILES: [OH:1][N:2]=[C:3]([NH2:7])[CH:4]([CH3:6])[CH3:5].[H-].[Na+].[Cl:10][C:11]1[CH:16]=[CH:15][CH:14]=[C:13]([F:17])[C:12]=1[NH:18][C:19]1[NH:23][C:22]2[C:24]3[CH2:25][C:26]([CH3:36])([CH3:35])[O:27][C:28]=3[C:29]([C:31](OC)=O)=[CH:30][C:21]=2[N:20]=1>C1COCC1.O>[Cl:10][C:11]1[CH:16]=[CH:15][CH:14]=[C:13]([F:17])[C:12]=1[NH:18][C:19]1[NH:23][C:22]2[C:24]3[CH2:25][C:26]([CH3:36])([CH3:35])[O:27][C:28]=3[C:29]([C:31]3[O:1][N:2]=[C:3]([CH:4]([CH3:6])[CH3:5])[N:7]=3)=[CH:30][C:21]=2[N:20]=1 |f:1.2|. Procedure details: Under nitrogen atmosphere, to a solution of N′-hydroxyisobutyrimidamide (0.028 g, 0.268 mmol) in THF was added sodium hydride (0.021 g, 0.51 mmol). The reaction mass was refluxed for 15-20 minutes. Then added methyl 2-((2-chloro-6-fluorophenyl)amino)-7,7-dimethyl-7,8-dihydro-1H-benzofuro[4,5-d]imidazole-5-carboxylate (Step-1 of Intermediate-15, 0.100 g, 0.255 mmol) and continued reflux for 4-5 h. The reaction mass was diluted with water and extracted with ethyl acetate. The organic layer was dri...